Dataset: the Open Reaction Database (ORD), a public repository of structured organic reaction records. Task: describe an organic reaction: reactants, conditions, products, and yield The reactants are C([O-])([O-])=O.[K+].[K+] (potassium carbonate), ClC1=CC=C(C=C1)C=1N(C(NN1)=O)CC=C (5-(4-chlorophenyl)-4-allyl-2,4-dihydro-3H-1,2,4-triazol-3-one), ClCC(=O)OC (methyl chloroacetate). The solvent is C(C)#N (acetonitrile). Product: COC(CN1N=C(N(C1=O)CC=C)C1=CC=C(C=C1)Cl)=O (Methyl[3-(4-chlorophenyl)-4-allyl-5-oxo-4,5-dihydro-1H-1,2,4-triazol-1-yl]-acetate). As a reaction SMILES: C(=O)([O-])[O-].[K+].[K+].[Cl:7][C:8]1[CH:13]=[CH:12][C:11]([C:14]2[N:15]([CH2:20][CH:21]=[CH2:22])[C:16](=[O:19])[NH:17][N:18]=2)=[CH:10][CH:9]=1.Cl[CH2:24][C:25]([O:27][CH3:28])=[O:26]>C(#N)C>[CH3:28][O:27][C:25](=[O:26])[CH2:24][N:17]1[C:16](=[O:19])[N:15]([CH2:20][CH:21]=[CH2:22])[C:14]([C:11]2[CH:10]=[CH:9][C:8]([Cl:7])=[CH:13][CH:12]=2)=[N:18]1 |f:0.1.2|. Procedure details: 13.87 g (100.35 mmol) of potassium carbonate are added to 21.50 g (91.2 mmol) of 5-(4-chlorophenyl)-4-allyl-2,4-dihydro-3H-1,2,4-triazol-3-one from Example 210A and 11.88 g (109.5 mmol) of methyl chloroacetate in 350 ml acetonitrile and the mixture is heated under reflux for 5 hrs with stirring. It is then concentrated and the residue taken up in ethyl acetate is washed with 1 N hydrochloric acid and then with saturated sodium chloride solution. The organic phase is dried over sodium sulphate. A... The reactants are FC(C(=O)[O-])(F)F.BrC1=NNC=2N=CC=3C[NH2+]CCC3C21 (1-bromo-6,7,8,9-tetrahydro-3H-pyrazolo[3,4-c][2,7]naphthyridin-7-ium 2,2,2-trifluoroacetate), N(=C=O)C=1C=C(OC2=NC(=CN=C2)C)C=CC1 (2-(3-isocyanatophenoxy)-6-methylpyrazine). Yields the product BrC1=NNC=2N=CC=3CN(CCC3C21)C(=O)NC2=CC(=CC=C2)OC2=NC(=CN=C2)C (1-bromo-N-{3-[(6-methylpyrazin-2-yl)oxy]phenyl}-3,6,8,9-tetrahydro-7H-pyrazolo[3,4-c][2,7]naphthyridine-7-carboxamide). RXN SMILES: FC(F)(F)C([O-])=O.[Br:8][C:9]1[C:21]2[C:20]3[CH2:19][CH2:18][NH2+:17][CH2:16][C:15]=3[CH:14]=[N:13][C:12]=2[NH:11][N:10]=1.[N:22]([C:25]1[CH:26]=[C:27]([CH:36]=[CH:37][CH:38]=1)[O:28][C:29]1[CH:34]=[N:33][CH:32]=[C:31]([CH3:35])[N:30]=1)=[C:23]=[O:24]>>[Br:8][C:9]1[C:21]2[C:20]3[CH2:19][CH2:18][N:17]([C:23]([NH:22][C:25]4[CH:38]=[CH:37][CH:36]=[C:27]([O:28][C:29]5[CH:34]=[N:33][CH:32]=[C:31]([CH3:35])[N:30]=5)[CH:26]=4)=[O:24])[CH2:16][C:15]=3[CH:14]=[N:13][C:12]=2[NH:11][N:10]=1 |f:0.1|. Reported procedure: The compound, 1-bromo-N-{3-[(6-methylpyrazin-2-yl)oxy]phenyl}-3,6,8,9-tetrahydro-7H-pyrazolo[3,4-c][2,7]naphthyridine-7-carboxamide was prepared using 1-bromo-6,7,8,9-tetrahydro-3H-pyrazolo[3,4-c][2,7]naphthyridin-7-ium 2,2,2-trifluoroacetate and 2-(3-isocyanatophenoxy)-6-methylpyrazine as described in general procedure M. Yellow solid; M.p.=221-223° C.; 400 MHz 1H NMR (DMSO-d6) δ: 13.96 (s, 1H), 8.87 (s, 1H), 8.40 (s, 1H), 8.28 (s, 1H), 8.27 (s, 1H), 7.4-7.26 (m, 3H), 6.79-6.74 (m, 1H), 4.76 (s... The reactants are CC(C)([O-])C.[K+] (potassium tert-butoxide), [C@H]1(CC[C@H](CC1)N)N ((trans)-Cyclohexane-1,4-diamine), ClC=1C=C(C=2N(N1)C(=CN2)C(=O)NC2=C(C=NC=C2)F)Cl (6,8-dichloro-N-(3-fluoropyridin-4-yl)imidazo[1,2-b]pyridazine-3-carboxamide), N1=C(C=CC=C1)N (pyridin-2-amine), crude material. Run in C1CCOC1 (THF), C1CCOC1 (THF), CO (MeOH). Conditions: time 60 minute. Yields the product N[C@@H]1CC[C@H](CC1)NC=1C=C(C=2N(N1)C(=CN2)C(=O)NC2=C(C=NC=C2)F)NC2=NC=CC=C2 (6-((trans)-4-aminocyclohexylamino)-N-(3-fluoropyridin-4-yl)-8-(pyridin-2-ylamino)imidazo[1,2-b]pyridazine-3-carboxamide). The yield is 27.0%. RXN SMILES: Cl[C:2]1[CH:3]=[C:4](Cl)[C:5]2[N:6]([C:8]([C:11]([NH:13][C:14]3[CH:19]=[CH:18][N:17]=[CH:16][C:15]=3[F:20])=[O:12])=[CH:9][N:10]=2)[N:7]=1.[N:22]1[CH:27]=[CH:26][CH:25]=[CH:24][C:23]=1[NH2:28].CC(C)([O-])C.[K+].[C@H:35]1([NH2:42])[CH2:40][CH2:39][C@H:38]([NH2:41])[CH2:37][CH2:36]1>C1COCC1.CO>[NH2:41][C@H:38]1[CH2:39][CH2:40][C@H:35]([NH:42][C:2]2[CH:3]=[C:4]([NH:28][C:23]3[CH:24]=[CH:25][CH:26]=[CH:27][N:22]=3)[C:5]3[N:6]([C:8]([C:11]([NH:13][C:14]4[CH:19]=[CH:18][N:17]=[CH:16][C:15]=4[F:20])=[O:12])=[CH:9][N:10]=3)[N:7]=2)[CH2:36][CH2:37]1 |f:2.3|. Procedure: A suspension of 6,8-dichloro-N-(3-fluoropyridin-4-yl)imidazo[1,2-b]pyridazine-3-carboxamide (100 mg, 0.307 mmol) in THF (1 mL) was treated with pyridin-2-amine (57.7 mg, 0.613 mmol). A solution of potassium tert-butoxide (0.613 mL, 0.613 mmol) in THF was added and the reaction was stirred at room temperature. The solvent was removed under a stream of nitrogen and the residue was taken up in MeOH and filtered. The solid material was dried under vacuum. The material was taken up in NMP (2 mL) and ...